From a dataset of the Open Reaction Database (ORD), a public repository of structured organic reaction records. describe an organic reaction: reactants, conditions, products, and yield Reaction SMILES: [CH3:1][O:2][CH:3]([C:4](=[O:5])[OH:6])[CH2:7][c:8]1[cH:9][c:10]([O:14][CH2:15][CH2:16][CH2:17][O:18][c:19]2[cH:20][cH:21][cH:22][cH:23][cH:24]2)[cH:11][cH:12][cH:13]1.[CH3:25][c:26]1[cH:27][cH:28][c:29]([OH:30])[cH:31][c:32]1[CH3:33].[CH3:34][O:35][CH:36]([CH2:37][c:38]1[cH:39][cH:40][c:41]([O:42][CH2:43][CH2:44][CH2:45][O:46][c:47]2[cH:48][cH:49][cH:50][cH:51][cH:52]2)[cH:53][cH:54]1)[C:55]([OH:56])=[O:57]>>[CH3:1][O:2][CH:3]([C:4](=[O:5])[OH:6])[CH2:7][c:8]1[cH:9][c:10]([O:14][CH2:15][CH2:16][CH2:17][O:30][c:29]2[cH:28][cH:27][c:26]([CH3:25])[c:32]([CH3:33])[cH:31]2)[cH:11][cH:12][cH:13]1. Yields the product COC(Cc1cccc(OCCCOc2ccc(C)c(C)c2)c1)C(=O)O. The reactants are COC(Cc1cccc(OCCCOc2ccccc2)c1)C(=O)O, Cc1ccc(O)cc1C, COC(Cc1ccc(OCCCOc2ccccc2)cc1)C(=O)O. Starting materials: C1(=CC=CC=C1)P(C1=CC=CC=C1)C1=CC=CC=C1 (Triphenylphosphine), N(=NC(=O)N1CCCCC1)C(=O)N1CCCCC1 (1,1′-(azodicarbonyl)dipiperidine), COC=1C=C(C=CC1OC)O (3,4-dimethoxyphenol), C(#N)C1=CC=C(C=C1)C(CCCN1CC2CN(CC(C1)C2)C(=O)OC(C)(C)C)O (tert-Butyl 7-[4-(4-cyanophenyl)-4-hydroxybutyl]-3,7-diazabicyclo-[3.3.1]nonane-3-carboxylate). Solvent: C(Cl)Cl (CH2Cl2), C(Cl)Cl (CH2Cl2). Conditions: time 3 hour. Product: C(#N)C1=CC=C(C=C1)C(CCCN1CC2CN(CC(C1)C2)C(=O)OC(C)(C)C)OC2=CC(=C(C=C2)OC)OC (tert-Butyl 7-[4-(4-cyanophenyl)-4-(3,4-dimethoxyphenoxy)butyl]-3,7-diazabicyclo[3.3.1]nonane-3-carboxylate). Isolated yield 21.0%. Reaction SMILES: C1(P(C2C=CC=CC=2)C2C=CC=CC=2)C=CC=CC=1.N(C(N1CCCCC1)=O)=NC(N1CCCCC1)=O.[CH3:38][O:39][C:40]1[CH:41]=[C:42]([OH:48])[CH:43]=[CH:44][C:45]=1[O:46][CH3:47].[C:49]([C:51]1[CH:56]=[CH:55][C:54]([CH:57](O)[CH2:58][CH2:59][CH2:60][N:61]2[CH2:68][CH:67]3[CH2:69][CH:63]([CH2:64][N:65]([C:70]([O:72][C:73]([CH3:76])([CH3:75])[CH3:74])=[O:71])[CH2:66]3)[CH2:62]2)=[CH:53][CH:52]=1)#[N:50]>C(Cl)Cl>[C:49]([C:51]1[CH:52]=[CH:53][C:54]([CH:57]([O:48][C:42]2[CH:43]=[CH:44][C:45]([O:46][CH3:47])=[C:40]([O:39][CH3:38])[CH:41]=2)[CH2:58][CH2:59][CH2:60][N:61]2[CH2:62][CH:63]3[CH2:69][CH:67]([CH2:66][N:65]([C:70]([O:72][C:73]([CH3:76])([CH3:75])[CH3:74])=[O:71])[CH2:64]3)[CH2:68]2)=[CH:55][CH:56]=1)#[N:50]. Procedure: Triphenylphosphine (1.11 g; 4.25 mmol) in 5 mL CH2Cl2 and 1,1′-(azodicarbonyl)dipiperidine (1.07 g; 4.25 mmol) in 15 mL CH2Cl2 were added to a stirred solution of 3,4-dimethoxyphenol (0.65 g; 4.25 mmol) and tert-butyl 7-[4-(4-cyanophenyl)-4-hydroxybutyl]-3,7-diazabicyclo-[3.3.1]nonane-3-carboxylate (from step (x) above; 0.85 g; 2.12 mmol). After 3 h, the precipitate was filtered off, and the filtrate concentrated. The residue was dissolved in aqueous tartaric acid (1 M; 25 mL) and the solution w... Reactants: NC1=C(C(=NN1)C(=O)OCC)CCC (ethyl 5-amino-4-propylpyrazole-3-carboxylate), C(CC(=O)C)(=O)OCC (ethyl acetoacetate). The solvent is C(C)(=O)O (acetic acid). Yields the product CC=1NC=2N(C(C1)=O)N=C(C2CCC)C(=O)OCC (ethyl 5-methyl-3-propyl-7-oxo-4,7-dihydropyrazolo[1,5-a]pyrimidine-2-carboxylate). Yield: 96.4%. As a reaction SMILES: [NH2:1][C:2]1[NH:6][N:5]=[C:4]([C:7]([O:9][CH2:10][CH3:11])=[O:8])[C:3]=1[CH2:12][CH2:13][CH3:14].[C:15](OCC)(=[O:20])[CH2:16][C:17]([CH3:19])=O>C(O)(=O)C>[CH3:19][C:17]1[NH:1][C:2]2[N:6]([N:5]=[C:4]([C:7]([O:9][CH2:10][CH3:11])=[O:8])[C:3]=2[CH2:12][CH2:13][CH3:14])[C:15](=[O:20])[CH:16]=1. Reported procedure: A mixture of 11.5 g of ethyl 5-amino-4-propylpyrazole-3-carboxylate, 11.3 g of ethyl acetoacetate, and 100 mL of acetic acid is refluxed overnight. The solvent is removed in vacuo, and the residue triturated with hexane/ether (1:1) to give 14.8 g of off-white solid. 1H NMR (CD3OD) δ: 0.97 (t, 3H), 1.40 (t, 3H), 1.61 (m, 2H), 2.42 (s, 3H), 2.85 (t, 2H), 4.40 (q, 2H), 5.73 (s, 1H). LC-MS (APCI, m/z): 264 (M+1).